The task is: describe an organic reaction: reactants, conditions, products, and yield. This data is from the Open Reaction Database (ORD), a public repository of structured organic reaction records. The reactants are C(C1=CC=CC=C1)OC(N[C@H]1CCN(CCC1)C=1N(N=CC1NC(=O)C=1N=C(SC1NC(=O)OC(C)(C)C)C1=C(C=CC=C1)C(F)(F)F)C)=O ([(R)-1-(4-{[5-tert-butoxycarbonylamino-2-(2-trifluoromethyl-phenyl)-thiazole-4-carbonyl]-amino}-2-methyl-2H-pyrazol-3-yl)-perhydro-azepin-4-yl]-carbamic acid benzyl ester). Solvent: O1CCOCC1 (1,4-dioxane), Cl (HCl). Run at temperature 120 celsius, time 16 hour. Yields the product NC1=C(N=C(S1)C1=C(C=CC=C1)C(F)(F)F)C(=O)NC=1C=NN(C1N1CC[C@@H](CCC1)N)C ((R)-5-amino-N-(5-(4-aminoazepan-1-yl)-1-methyl-1H-pyrazol-4-yl)-2-(2-(trifluoromethyl)phenyl)thiazole-4-carboxamide). Yield: 59.5%. As a reaction SMILES: C(OC(=O)[NH:10][C@@H:11]1[CH2:17][CH2:16][CH2:15][N:14]([C:18]2[N:19]([CH3:49])[N:20]=[CH:21][C:22]=2[NH:23][C:24]([C:26]2[N:27]=[C:28]([C:39]3[CH:44]=[CH:43][CH:42]=[CH:41][C:40]=3[C:45]([F:48])([F:47])[F:46])[S:29][C:30]=2[NH:31]C(OC(C)(C)C)=O)=[O:25])[CH2:13][CH2:12]1)C1C=CC=CC=1>O1CCOCC1.Cl>[NH2:31][C:30]1[S:29][C:28]([C:39]2[CH:44]=[CH:43][CH:42]=[CH:41][C:40]=2[C:45]([F:47])([F:48])[F:46])=[N:27][C:26]=1[C:24]([NH:23][C:22]1[CH:21]=[N:20][N:19]([CH3:49])[C:18]=1[N:14]1[CH2:15][CH2:16][CH2:17][C@@H:11]([NH2:10])[CH2:12][CH2:13]1)=[O:25]. Procedure: A heterogeneous mixture of [(R)-1-(4-{[5-tert-butoxycarbonylamino-2-(2-trifluoromethyl-phenyl)-thiazole-4-carbonyl]-amino}-2-methyl-2H-pyrazol-3-yl)-perhydro-azepin-4-yl]-carbamic acid benzyl ester (83.9 mg, 0.117 mmol) in 1,4-dioxane (1.0 mL) and 2M aq. HCl (10 mL) was stirred at 120° C. under N2 for 16 h. The resultant homogeneous reaction was then slowly quenched with saturated aq. NaHCO3 solution and then extracted with ethyl acetate (3×50 mL). The combined organic phases were washed with br... Reactants: NC1=CC=C2COC(C2=C1)=C1C(NC2=CC=CC=C12)=O (3-(6-amino-3H-isobenzofuran-1-ylidene)-1,3-dihydro-indol-2-one), COC1=C(C=O)C=CC(=C1)OC (2,4-dimethoxybenzaldehyde), C(C)(=O)O[BH-](OC(C)=O)OC(C)=O.[Na+] (sodium triacetoxyborohydride). Solvent: C(Cl)(Cl)Cl (CHCl3), CC(=O)O.CN(C)C=O (AcOH DMF). Reaction conditions: time 16 hour. Product: COC1=C(CNC2=CC=C3COC(C3=C2)=C2C(NC3=CC=CC=C23)=O)C=CC(=C1)OC (3-[6-(2,4-Dimethoxy-benzylamino)-3H-isobenzofuran-1-ylidene]-1,3-dihydro-indol-2-one). As a reaction SMILES: [NH2:1][C:2]1[CH:10]=[C:9]2[C:5]([CH2:6][O:7][C:8]2=[C:11]2[C:19]3[C:14](=[CH:15][CH:16]=[CH:17][CH:18]=3)[NH:13][C:12]2=[O:20])=[CH:4][CH:3]=1.[CH3:21][O:22][C:23]1[CH:30]=[C:29]([O:31][CH3:32])[CH:28]=[CH:27][C:24]=1[CH:25]=O.C(O[BH-](OC(=O)C)OC(=O)C)(=O)C.[Na+]>CC(O)=O.CN(C=O)C.C(Cl)(Cl)Cl>[CH3:21][O:22][C:23]1[CH:30]=[C:29]([O:31][CH3:32])[CH:28]=[CH:27][C:24]=1[CH2:25][NH:1][C:2]1[CH:10]=[C:9]2[C:5]([CH2:6][O:7][C:8]2=[C:11]2[C:19]3[C:14](=[CH:15][CH:16]=[CH:17][CH:18]=3)[NH:13][C:12]2=[O:20])=[CH:4][CH:3]=1 |f:2.3,4.5|. Reported procedure: To a stirred solution of 3-(6-amino-3H-isobenzofuran-1-ylidene)-1,3-dihydro-indol-2-one (1 g, 3.79 mmol) and 2,4-dimethoxybenzaldehyde (0.75 g, 4.54 mmol) in 1% AcOH/DMF (30 ml), was added sodium triacetoxyborohydride (3.2 g, 15.1 mmol). The mixture was stirred at room temperature for 16 hours, diluted with CHCl3 (200 ml), washed with saturated aqueous NaHCO3 solution (200 ml) and water (2×200 ml), dried over anhydrous Na2SO4. Removal of the solvent provided the crude product. Recrystallization ... Starting materials: COC[C@@H](COCC1=CC=C(C=C1)[C@H]1C[C@@H](N(C[C@@H]1OCC=1C=CC2=C(N(CCO2)CCCOC)C1)S(=O)(=O)C1=CC=C(C=C1)C)CC(C(=O)O)(C)C)C (3-[(2R,4R,5R)-4-[4-((S)-3-methoxy-2-methyl-propoxymethyl)-phenyl]-5-[4-(3-methoxy-propyl)-3,4-dihydro-2H-benzo[1,4]oxazin-6-ylmethoxy]-1-(toluene-4-sulfonyl)-piperidin-2-yl]-2,2-dimethyl-propionic acid), CN (methylamine). Yields the product COC[C@@H](COCC1=CC=C(C=C1)[C@H]1C[C@@H](N(C[C@@H]1OCC=1C=CC2=C(N(CCO2)CCCOC)C1)S(=O)(=O)C1=CC=C(C=C1)C)CC(C(=O)NC)(C)C)C (3-[(2R,4R,5R)-4-[4-((S)-3-Methoxy-2-methyl-propoxymethyl)-phenyl]-5-[4-(3-methoxy-propyl)-3,4-dihydro-2H-benzo[1,4]oxazin-6-ylmethoxy]-1-(toluene-4-sulfonyl)-piperidin-2-yl]-2,2,N-trimethyl-propionamide). Reaction SMILES: [CH3:1][O:2][CH2:3][C@H:4]([CH3:54])[CH2:5][O:6][CH2:7][C:8]1[CH:13]=[CH:12][C:11]([C@@H:14]2[C@@H:19]([O:20][CH2:21][C:22]3[CH:23]=[CH:24][C:25]4[O:30][CH2:29][CH2:28][N:27]([CH2:31][CH2:32][CH2:33][O:34][CH3:35])[C:26]=4[CH:36]=3)[CH2:18][N:17]([S:37]([C:40]3[CH:45]=[CH:44][C:43]([CH3:46])=[CH:42][CH:41]=3)(=[O:39])=[O:38])[C@@H:16]([CH2:47][C:48]([CH3:53])([CH3:52])[C:49]([OH:51])=O)[CH2:15]2)=[CH:10][CH:9]=1.[CH3:55][NH2:56]>>[CH3:1][O:2][CH2:3][C@H:4]([CH3:54])[CH2:5][O:6][CH2:7][C:8]1[CH:13]=[CH:12][C:11]([C@@H:14]2[C@@H:19]([O:20][CH2:21][C:22]3[CH:23]=[CH:24][C:25]4[O:30][CH2:29][CH2:28][N:27]([CH2:31][CH2:32][CH2:33][O:34][CH3:35])[C:26]=4[CH:36]=3)[CH2:18][N:17]([S:37]([C:40]3[CH:45]=[CH:44][C:43]([CH3:46])=[CH:42][CH:41]=3)(=[O:38])=[O:39])[C@@H:16]([CH2:47][C:48]([CH3:53])([CH3:52])[C:49]([NH:56][CH3:55])=[O:51])[CH2:15]2)=[CH:10][CH:9]=1. Procedure: According to general procedure D, 1.0 mmol of 3-[(2R,4R,5R)-4-[4-((S)-3-methoxy-2-methyl-propoxymethyl)-phenyl]-5-[4-(3-methoxy-propyl)-3,4-dihydro-2H-benzo[1,4]oxazin-6-ylmethoxy]-1-(toluene-4-sulfonyl)-piperidin-2-yl]-2,2-dimethyl-propionic acid are reacted with methylamine (8M in EtOH) to afford the title compound which is identified based on its Rf-value. Starting materials: OS(=O)(=O)[O-].[K+] (KHSO4), CC(C)([O-])C.[K+] (potassium t-butoxide), C(C(=O)OCC)(=O)OCC (diethyl oxalate), ClC1=CC(=C2CCCCC2=C1)[N+](=O)[O-] (7-chloro-5-nitrotetralin). Solvent: C(C)O (ethanol). Reaction conditions: time 2 hour. Product: ClC=1C=C2CCCC(C2=C(C1)[N+](=O)[O-])C(=O)C(=O)OCC (6-Chloro-1-ethoxalyl-8-nitrotetralin). The yield is 37.9%. As a reaction SMILES: CC(C)([O-])C.[K+].[C:7]([O:14][CH2:15][CH3:16])(=[O:13])[C:8]([O:10]CC)=O.[Cl:17][C:18]1[CH:27]=[C:26]2[C:21]([CH2:22][CH2:23][CH2:24][CH2:25]2)=[C:20]([N+:28]([O-:30])=[O:29])[CH:19]=1.OS([O-])(=O)=O.[K+]>C(O)C>[Cl:17][C:18]1[CH:27]=[C:26]2[C:21](=[C:20]([N+:28]([O-:30])=[O:29])[CH:19]=1)[CH:22]([C:8]([C:7]([O:14][CH2:15][CH3:16])=[O:13])=[O:10])[CH2:23][CH2:24][CH2:25]2 |f:0.1,4.5|. Reported procedure: To a mixture of potassium t-butoxide (79.49 g, 0.708 mol) and diethyl oxalate (105.8 mL, 0.779 mol) in ethanol (140 mL) was added 7-chloro-5-nitrotetralin (14 g, 0.071 mol) at room temperature. The mixture was stirred for 2 h, poured into 10% aqueous KHSO4, and extracted with ethyl acetate (400 mL×2). The combined organic layers were washed successively with water and brine, dried over magnesium sulfate, and concentrated. The residue was purified by silica gel column chromatography with 15:1~6:1... The reactants are Cn1c(C(F)(F)F)ccc(-c2ccc(Cl)cc2F)c1=O, O=S(=O)(O)Cl, O. Product: Cn1c(C(F)(F)F)ccc(-c2cc(S(=O)(=O)Cl)c(Cl)cc2F)c1=O. As a reaction SMILES: [Cl:1][c:2]1[cH:3][c:4]([F:20])[c:5](-[c:8]2[c:9](=[O:19])[n:10]([CH3:18])[c:11]([C:14]([F:15])([F:16])[F:17])[cH:12][cH:13]2)[cH:6][cH:7]1.[Cl:22][S:23](=[O:24])(=[O:25])[OH:26].[OH2:21]>>[Cl:1][c:2]1[cH:3][c:4]([F:20])[c:5](-[c:8]2[c:9](=[O:19])[n:10]([CH3:18])[c:11]([C:14]([F:15])([F:16])[F:17])[cH:12][cH:13]2)[cH:6][c:7]1[S:23]([Cl:22])(=[O:24])=[O:25]. Reactants: [Br-], CC(C)CC[Mg+], CC(C)CCBr, [Mg], [Na+], CC(C=O)C1CCC2C3=CC=C4CC(OC5CCCCO5)CC(OC5CCCCO5)C4(C)C3CCC21C, C1CCOC1, [OH-]. The product is CC(C)CCC(O)C(C)C1CCC2C3=CC=C4CC(OC5CCCCO5)CC(OC5CCCCO5)C4(C)C3CCC21C. As a reaction SMILES: [Br-:1].[CH2:2]([CH2:3][CH:4]([CH3:5])[CH3:6])[Mg+:7].[CH2:8]([Br:9])[CH2:10][CH:11]([CH3:12])[CH3:13].[Mg:14].[Na+:53].[O:15]1[CH:16]([O:21][CH:22]2[CH2:23][CH:24]([O:45][CH:46]3[O:47][CH2:48][CH2:49][CH2:50][CH2:51]3)[CH2:25][C:26]3=[CH:27][CH:28]=[C:29]4[CH:30]5[CH2:31][CH2:32][CH:33]([CH:34]([CH3:35])[CH:36]=[O:37])[C:38]5([CH3:44])[CH2:39][CH2:40][CH:41]4[C:42]23[CH3:43])[CH2:17][CH2:18][CH2:19][CH2:20]1.[O:54]1[CH2:55][CH2:56][CH2:57][CH2:58]1.[OH-:52]>>[CH2:2]([CH2:3][CH:4]([CH3:5])[CH3:6])[CH:36]([CH:34]([CH:33]1[CH2:32][CH2:31][CH:30]2[C:29]3=[CH:28][CH:27]=[C:26]4[CH2:25][CH:24]([O:45][CH:46]5[O:47][CH2:48][CH2:49][CH2:50][CH2:51]5)[CH2:23][CH:22]([O:21][CH:16]5[O:15][CH2:20][CH2:19][CH2:18][CH2:17]5)[C:42]4([CH3:43])[CH:41]3[CH2:40][CH2:39][C:38]21[CH3:44])[CH3:35])[OH:37]. As a reaction SMILES: [CH2:53]1[O:54][CH2:55][CH2:56][O:57][CH2:58]1.[Cl:1][c:2]1[c:3]([NH:22][S:23](=[O:24])(=[O:25])[c:26]2[cH:27][c:28]([O:32][CH:33]([F:34])[F:35])[cH:29][cH:30][cH:31]2)[cH:4][c:5](-[c:8]2[cH:9][cH:10][c:11]3[n:12]([n:13]2)[c:14]([I:21])[c:15]([NH:17][C:18]([CH3:19])=[O:20])[n:16]3)[cH:6][n:7]1.[N:51]#[N:52].[Na+:45].[Na+:46].[O-:47][C:48](=[O:49])[O-:50].[n:36]1[cH:37][c:38]([B:42]([OH:43])[OH:44])[cH:39][cH:40][cH:41]1>>[Cl:1][c:2]1[c:3]([NH:22][S:23](=[O:24])(=[O:25])[c:26]2[cH:27][c:28]([O:32][CH:33]([F:34])[F:35])[cH:29][cH:30][cH:31]2)[cH:4][c:5](-[c:8]2[cH:9][cH:10][c:11]3[n:12]([n:13]2)[c:14](-[c:38]2[cH:37][n:36][cH:41][cH:40][cH:39]2)[c:15]([NH:17][C:18]([CH3:19])=[O:20])[n:16]3)[cH:6][n:7]1. Yields the product CC(=O)Nc1nc2ccc(-c3cnc(Cl)c(NS(=O)(=O)c4cccc(OC(F)F)c4)c3)nn2c1-c1cccnc1. Starting materials: C1COCCO1, CC(=O)Nc1nc2ccc(-c3cnc(Cl)c(NS(=O)(=O)c4cccc(OC(F)F)c4)c3)nn2c1I, N#N, [Na+], [Na+], O=C([O-])[O-], OB(O)c1cccnc1. Reactants: O (water), C([O-])([O-])=O.[Na+].[Na+] (Sodium carbonate), C(C)(C)OC1=C(C=C(C=C1)C)B(O)O ((2-isopropoxy-5-methylphenyl)boronic acid), BrC=1C=CC(=NC1)N1C[C@H](CC1)CNC(C1=CC=C(C=C1)C=1OC2=C(N1)C=C(C=C2C(C)C)C#N)=O (N-{[(3R)-1-(5-Bromopyridin-2-yl)pyrrolidin-3-yl]methyl}-4-(5-cyano-7-isopropyl-1,3-benzoxazol-2-yl)benzamide). The reagents and catalysts are C=1C=CC(=CC1)[P](C=2C=CC=CC2)(C=3C=CC=CC3)[Pd]([P](C=4C=CC=CC4)(C=5C=CC=CC5)C=6C=CC=CC6)([P](C=7C=CC=CC7)(C=8C=CC=CC8)C=9C=CC=CC9)[P](C=1C=CC=CC1)(C=1C=CC=CC1)C=1C=CC=CC1 (tetrakis(triphenylphosphine)palladium(0)). Run in C1(=CC=CC=C1)C (toluene), C(C)O (ethanol). Conditions: temperature 150 celsius. Product: C(#N)C=1C=C(C2=C(N=C(O2)C2=CC=C(C(=O)NC[C@@H]3CN(CC3)C3=NC=C(C=C3)C3=C(C=CC(=C3)C)OC(C)C)C=C2)C1)C(C)C (4-(5-Cyano-7-isopropyl-1,3-benzoxazol-2-yl)-N-({(3R)-1-[5-(2-isopropoxy-5-methylphenyl)pyridin-2-yl]pyrrolidin-3-yl}methyl)benzamide). The yield is 85.4%. As a reaction SMILES: C(=O)([O-])[O-].[Na+].[Na+].[CH:7]([O:10][C:11]1[CH:16]=[CH:15][C:14]([CH3:17])=[CH:13][C:12]=1B(O)O)([CH3:9])[CH3:8].Br[C:22]1[CH:23]=[CH:24][C:25]([N:28]2[CH2:32][CH2:31][C@H:30]([CH2:33][NH:34][C:35](=[O:56])[C:36]3[CH:41]=[CH:40][C:39]([C:42]4[O:43][C:44]5[C:50]([CH:51]([CH3:53])[CH3:52])=[CH:49][C:48]([C:54]#[N:55])=[CH:47][C:45]=5[N:46]=4)=[CH:38][CH:37]=3)[CH2:29]2)=[N:26][CH:27]=1.O>C1(C)C=CC=CC=1.C1C=CC([P]([Pd]([P](C2C=CC=CC=2)(C2C=CC=CC=2)C2C=CC=CC=2)([P](C2C=CC=CC=2)(C2C=CC=CC=2)C2C=CC=CC=2)[P](C2C=CC=CC=2)(C2C=CC=CC=2)C2C=CC=CC=2)(C2C=CC=CC=2)C2C=CC=CC=2)=CC=1.C(O)C>[C:54]([C:48]1[CH:49]=[C:50]([CH:51]([CH3:53])[CH3:52])[C:44]2[O:43][C:42]([C:39]3[CH:40]=[CH:41][C:36]([C:35]([NH:34][CH2:33][C@H:30]4[CH2:31][CH2:32][N:28]([C:25]5[CH:24]=[CH:23][C:22]([C:12]6[CH:13]=[C:14]([CH3:17])[CH:15]=[CH:16][C:11]=6[O:10][CH:7]([CH3:9])[CH3:8])=[CH:27][N:26]=5)[CH2:29]4)=[O:56])=[CH:37][CH:38]=3)=[N:46][C:45]=2[CH:47]=1)#[N:55] |f:0.1.2,^1:68,70,89,108|. Procedure: Sodium carbonate (100 μl, 2M aqueous), (2-isopropoxy-5-methylphenyl)boronic acid (39 mg), and N-{[(3R)-1-(5-bromopyridin-2-yl)pyrrolidin-3-yl]methyl}-4-(5-cyano-7-isopropyl-1,3-benzoxazol-2-yl)benzamide (EXAMPLE 84, 27 mg) were dissolved in toluene (2.1 ml), water (0.6 ml) and ethanol (0.3 ml). To this solution was added tetrakis(triphenylphosphine)palladium(0) (9 mg). The mixture was heated to 150° C. for 25 min via microwave, and then cooled and concentrated. The residue was dissolved in dichl... The reactants are CCCCC(CCCCO[Si](C)(C)C(C)(C)C)(c1cc(F)ccc1F)S(=O)(=O)c1ccc(Cl)cc1, CCOC(C)=O, CCCC[N+](CCCC)(CCCC)CCCC, CCOCC, CCCCCC, [F-], C1CCOC1. Product: CCCCC(CCCCO)(c1cc(F)ccc1F)S(=O)(=O)c1ccc(Cl)cc1. RXN SMILES: [C:19]([Si:20]([CH3:21])([CH3:22])[O:24][CH2:25][CH2:26][CH2:27][CH2:28][C:29]([CH2:30][CH2:31][CH2:32][CH3:33])([S:34](=[O:35])(=[O:36])[c:37]1[cH:38][cH:39][c:40]([Cl:43])[cH:41][cH:42]1)[c:44]1[c:45]([F:51])[cH:46][cH:47][c:48]([F:50])[cH:49]1)([CH3:23])([CH3:52])[CH3:53].[C:70]([O:71][CH2:72][CH3:73])(=[O:74])[CH3:75].[CH3:2][CH2:3][CH2:4][CH2:5][N+:6]([CH2:7][CH2:8][CH2:9][CH3:10])([CH2:11][CH2:12][CH2:13][CH3:14])[CH2:15][CH2:16][CH2:17][CH3:18].[CH3:59][CH2:60][O:61][CH2:62][CH3:63].[CH3:64][CH2:65][CH2:66][CH2:67][CH2:68][CH3:69].[F-:1].[O:54]1[CH2:55][CH2:56][CH2:57][CH2:58]1>>[OH:24][CH2:25][CH2:26][CH2:27][CH2:28][C:29]([CH2:30][CH2:31][CH2:32][CH3:33])([S:34](=[O:35])(=[O:36])[c:37]1[cH:38][cH:39][c:40]([Cl:43])[cH:41][cH:42]1)[c:44]1[c:45]([F:51])[cH:46][cH:47][c:48]([F:50])[cH:49]1.